describe an organic reaction: reactants, conditions, products, and yield From a dataset of the Open Reaction Database (ORD), a public repository of structured organic reaction records. Solvent: O1CCCC1 (tetrahydrofuran), O1CCCC1 (tetrahydrofuran). Product: BrC1=CC2=C(C(CN(CC2)C)C2=CC=CC=C2)N1 (2-Bromo-1,4,5,6,7,8-hexahydro-6-methyl-8-phenylpyrrolo[2,3-d]azepine). Conditions: time 40 minute. Reactants: BrN1C(CCC1=O)=O (N-Bromosuccinimide), CN1CC(C2=C(CC1)C=CN2)C2=CC=CC=C2 (1,4,5,6,7,8-hexahydro-6-methyl-8-phenylpyrrolo[2,3-d]azepine), O (Water). RXN SMILES: [CH3:1][N:2]1[CH2:8][CH2:7][C:6]2[CH:9]=[CH:10][NH:11][C:5]=2[CH:4]([C:12]2[CH:17]=[CH:16][CH:15]=[CH:14][CH:13]=2)[CH2:3]1.[Br:18]N1C(=O)CCC1=O.O>O1CCCC1>[Br:18][C:10]1[NH:11][C:5]2[CH:4]([C:12]3[CH:17]=[CH:16][CH:15]=[CH:14][CH:13]=3)[CH2:3][N:2]([CH3:1])[CH2:8][CH2:7][C:6]=2[CH:9]=1. Reported procedure: A solution of 1,4,5,6,7,8-hexahydro-6-methyl-8-phenylpyrrolo[2,3-d]azepine (0.238 g) in tetrahydrofuran (30 ml) was cooled to -70° C. N-Bromosuccinimide (0.188 g) in tetrahydrofuran (3 ml) was added dropwise over 10 minutes, allowing the temperature to reach -10° C. over 40 minutes. Water was added and the product was extracted into ethyl acetate. The extracts were washed with water, dried and evaporated to give the title product as a solid, m.p. 132°-133° C. (acetonitrile).